This data is from the Open Reaction Database (ORD), a public repository of structured organic reaction records. The task is: describe an organic reaction: reactants, conditions, products, and yield Starting materials: COC([C@@H](NC(=O)OC(C)(C)C)CC1=CC=C(C=C1)I)=O (N-Boc-4-iodo-L-phenylalanine methyl ester), C([O-])([O-])=O.[Na+].[Na+] (sodium carbonate), solution, C(C)B(C=1C=NC=CC1)CC (diethyl(3-pyridyl)borane). The reagents and catalysts are C=1C=CC(=CC1)[P](C=2C=CC=CC2)(C=3C=CC=CC3)[Pd]([P](C=4C=CC=CC4)(C=5C=CC=CC5)C=6C=CC=CC6)([P](C=7C=CC=CC7)(C=8C=CC=CC8)C=9C=CC=CC9)[P](C=1C=CC=CC1)(C=1C=CC=CC1)C=1C=CC=CC1 (Tetrakis(triphenylphosphine)palladium). Run in C(OC)COC (dimethoxyethane). Yields the product COC([C@@H](NC(=O)OC(C)(C)C)CC1=CC=C(C=C1)C=1C=NC=CC1)=O (Boc-4-(3-pyridyl)phenylalanine methyl ester). The yield is 47.0%. RXN SMILES: [CH3:1][O:2][C:3](=[O:21])[C@H:4]([CH2:13][C:14]1[CH:19]=[CH:18][C:17](I)=[CH:16][CH:15]=1)[NH:5][C:6]([O:8][C:9]([CH3:12])([CH3:11])[CH3:10])=[O:7].C(=O)([O-])[O-].[Na+].[Na+].C(B(CC)[C:31]1[CH:32]=[N:33][CH:34]=[CH:35][CH:36]=1)C>C(COC)OC.C1C=CC([P]([Pd]([P](C2C=CC=CC=2)(C2C=CC=CC=2)C2C=CC=CC=2)([P](C2C=CC=CC=2)(C2C=CC=CC=2)C2C=CC=CC=2)[P](C2C=CC=CC=2)(C2C=CC=CC=2)C2C=CC=CC=2)(C2C=CC=CC=2)C2C=CC=CC=2)=CC=1>[CH3:1][O:2][C:3](=[O:21])[C@H:4]([CH2:13][C:14]1[CH:19]=[CH:18][C:17]([C:31]2[CH:32]=[N:33][CH:34]=[CH:35][CH:36]=2)=[CH:16][CH:15]=1)[NH:5][C:6]([O:8][C:9]([CH3:12])([CH3:11])[CH3:10])=[O:7] |f:1.2.3,^1:48,50,69,88|. Procedure details: A mixture of N-Boc-4-iodo-L-phenylalanine methyl ester (810 mg, 2 mmol, Lei, H et al, ibid) tetrakis(triphenylphosphine)palladium (0) (231 mg, 0.2 mmol), aqueous sodium carbonate (4 mmol, 2 ml of a 2M solution) and diethyl(3-pyridyl)borane (294 mg, 2 mmol) in dimethoxyethane (30 ml) was refluxed for 6 hr. The solvent was removed in vacuo, the residue dissolved in EtOAc (100 ml) and washed with water (30 ml) aqueous sodium thiosulphate (20 ml) and brine (30 ml) dried (Na2SO4)and evaporated in vac... Reactants: CCOC(=O)C(Cc1cc(C(CC(C)C)NC(=O)OC(C)(C)C)no1)(NC(C)=O)C(=O)OCC, CCOC(C)=O, Cl, C1COCCO1. The product is CCOC(=O)C(Cc1cc(C(CC(C)C)NC(=O)OC(C)(C)C)no1)(NC(C)=O)C(=O)O. Reaction SMILES: [CH2:7]([CH3:8])[O:9][C:10]([C:11]([C:12](=[O:13])[O:14][CH2:15][CH3:16])([CH2:17][c:18]1[cH:19][c:20]([CH:23]([CH2:24][CH:25]([CH3:26])[CH3:27])[NH:28][C:29](=[O:30])[O:31][C:32]([CH3:33])([CH3:34])[CH3:35])[n:21][o:22]1)[NH:36][C:37]([CH3:38])=[O:39])=[O:40].[CH3:42][CH2:43][O:44][C:45](=[O:46])[CH3:47].[ClH:41].[O:1]1[CH2:2][CH2:3][O:4][CH2:5][CH2:6]1>>[CH2:7]([CH3:8])[O:9][C:10]([C:11]([C:12](=[O:13])[OH:14])([CH2:17][c:18]1[cH:19][c:20]([CH:23]([CH2:24][CH:25]([CH3:26])[CH3:27])[NH:28][C:29](=[O:30])[O:31][C:32]([CH3:33])([CH3:34])[CH3:35])[n:21][o:22]1)[NH:36][C:37]([CH3:38])=[O:39])=[O:40]. Yield: 39.1%. Reported procedure: n-BuLi (26 mmol, 16.3 mL of a 1.6M solution in hexanes) was added dropwise to a solution of 2,2,6,6-tetramethylpiperidine (26 mmol, 4.4 mL) in THF (150 mL) at 0° C. After stirring for 30 min at 0° C., the solution was cooled to −78° C. and a solution of 2-methoxypyrazine (20 mmol, 1.93 mL) in THF (30 mL) was added dropwise. After stirring at −78° C. for 15 min, a suspension of 5-chloroisatin (10 mmol, 1.82 g) in THF (50 mL) was added. The reaction mixture was stirred at 0° C. for 2 h, then satur... Conditions: temperature 0 celsius, time 30 minute. Run in hexanes, C1CCOC1 (THF), C1CCOC1 (THF), C1CCOC1 (THF). Reaction SMILES: [Li]CCCC.CC1(C)CCCC(C)(C)N1.[CH3:16][O:17][C:18]1[CH:23]=[N:22][CH:21]=[CH:20][N:19]=1.[Cl:24][C:25]1[CH:26]=[C:27]2[C:31](=[CH:32][CH:33]=1)[NH:30][C:29](=[O:34])[C:28]2=[O:35].[Cl-].[NH4+]>C1COCC1>[Cl:24][C:25]1[CH:26]=[C:27]2[C:31](=[CH:32][CH:33]=1)[NH:30][C:29](=[O:34])[C:28]2([OH:35])[C:23]1[C:18]([O:17][CH3:16])=[N:19][CH:20]=[CH:21][N:22]=1 |f:4.5|. Product: ClC=1C=C2C(C(NC2=CC1)=O)(C1=NC=CN=C1OC)O (5-Chloro-3-hydroxy-3-(3-methoxy-pyrazin-2-yl)-1,3-dihydro-indol-2-one). Starting materials: [Li]CCCC (n-BuLi), solution, CC1(NC(CCC1)(C)C)C (2,2,6,6-tetramethylpiperidine), ClC=1C=C2C(C(NC2=CC1)=O)=O (5-chloroisatin), [Cl-].[NH4+] (ammonium chloride), COC1=NC=CN=C1 (2-methoxypyrazine).